This data is from the Open Reaction Database (ORD), a public repository of structured organic reaction records. The task is: describe an organic reaction: reactants, conditions, products, and yield The reactants are N[C@@H]1[C@@H](CCCC1)NC1=NC=C(C(=N1)NC1=CC=C(C=C1)C1=CC=NO1)C(=O)N (2-((1R,2S)-2-aminocyclohexylamino)-4-(4-(isoxazol-5-yl)phenylamino)pyrimidine-5-carboxamide), CC1=NN=NN1C=1C=C(N)C=CC1 (3-(5-methyl-1H-tetrazol-1-yl)aniline). Yields the product N[C@@H]1[C@@H](CCCC1)NC1=NC=C(C(=N1)NC1=CC(=CC=C1)N1N=NN=C1C)C(=O)N (2-((1R,2S)-2-aminocyclohexylamino)-4-(3-(5-methyl-1H-tetrazol-1-yl)phenylamino)pyrimidine-5-carboxamide). RXN SMILES: [NH2:1][C@H:2]1[CH2:7][CH2:6][CH2:5][CH2:4][C@H:3]1[NH:8][C:9]1[N:14]=[C:13]([NH:15][C:16]2[CH:21]=[CH:20][C:19](C3ON=CC=3)=[CH:18][CH:17]=2)[C:12]([C:27]([NH2:29])=[O:28])=[CH:11][N:10]=1.[CH3:30][C:31]1[N:35](C2C=C(C=CC=2)N)[N:34]=[N:33][N:32]=1>>[NH2:1][C@H:2]1[CH2:7][CH2:6][CH2:5][CH2:4][C@H:3]1[NH:8][C:9]1[N:14]=[C:13]([NH:15][C:16]2[CH:17]=[CH:18][CH:19]=[C:20]([N:32]3[C:31]([CH3:30])=[N:35][N:34]=[N:33]3)[CH:21]=2)[C:12]([C:27]([NH2:29])=[O:28])=[CH:11][N:10]=1. Procedure details: This compound was synthesised using the synthetic scheme described for the synthesis of compound 122, and using 3-(5-methyl-1H-tetrazol-1-yl)aniline in step 1. MS: 409.5 (M+H). The reactants are C(C)(C)(C)OC(=O)N1[C@@H](CCC1)C#C ((S)-N-(tert-butoxycarbonyl)-2-ethynylpyrrolidine), BrC=1C=CC=NC1 (5-bromopyridine). Reagents/catalysts: C=1C=CC(=CC1)[P](C=2C=CC=CC2)(C=3C=CC=CC3)[Pd]([P](C=4C=CC=CC4)(C=5C=CC=CC5)C=6C=CC=CC6)([P](C=7C=CC=CC7)(C=8C=CC=CC8)C=9C=CC=CC9)[P](C=1C=CC=CC1)(C=1C=CC=CC1)C=1C=CC=CC1 (tetrakis(triphenylphosphine)palladium), C(C)(=O)[O-].[Pd+2].C(C)(=O)[O-] (palladium(II) acetate), [Cu]I (copper (I) iodide). Conditions: temperature 60 celsius. Yields the product C(C)(C)(C)OC(=O)N1[C@@H](CCC1)C#CC=1C=NC=CC1 ((S)-N-(tert-Butoxycarbonyl)-2-(2-(3-pyridyl)ethynyl)pyrrolidine). Isolated yield 71.7%. As a reaction SMILES: [C:1]([O:5][C:6]([N:8]1[CH2:12][CH2:11][CH2:10][C@H:9]1[C:13]#[CH:14])=[O:7])([CH3:4])([CH3:3])[CH3:2].Br[C:16]1[CH:17]=[CH:18][CH:19]=[N:20][CH:21]=1>C1C=CC([P]([Pd]([P](C2C=CC=CC=2)(C2C=CC=CC=2)C2C=CC=CC=2)([P](C2C=CC=CC=2)(C2C=CC=CC=2)C2C=CC=CC=2)[P](C2C=CC=CC=2)(C2C=CC=CC=2)C2C=CC=CC=2)(C2C=CC=CC=2)C2C=CC=CC=2)=CC=1.C([O-])(=O)C.[Pd+2].C([O-])(=O)C.[Cu]I>[C:1]([O:5][C:6]([N:8]1[CH2:12][CH2:11][CH2:10][C@H:9]1[C:13]#[C:14][C:18]1[CH:19]=[N:20][CH:21]=[CH:16][CH:17]=1)=[O:7])([CH3:4])([CH3:3])[CH3:2] |f:3.4.5,^1:25,27,46,65|. Procedure details: Triethylamine (10 mL) was degassed by bubbling argon over a period of 30 min. (S)-N-(tert-butoxycarbonyl)-2-ethynylpyrrolidine (1.00 g, 5.12 mmol), tetrakis(triphenylphosphine)palladium (0.296 g, 0.256 mmol), palladium(II) acetate (0.0575 g, 0.256 mmol), copper (I) iodide (16.2 mg, 0.085 mmol) and 5-bromopyridine (2.43 g, 15.4 mmol) were added. The mixture was heated at 60° C. for 24 h, then cooled to room temperature and concentrated by rotary evaporation. The residue was dissolved in chlorofor... Starting materials: CN1CCN(CC2CC(SC(c3ccccc3)(c3ccccc3)c3ccccc3)CN2C(=O)OCc2ccc([N+](=O)[O-])cc2)CC1, CCOC(C)=O, O=C(O)C(F)(F)F, OCCS. Yields the product CN1CCN(CC2CC(S)CN2C(=O)OCc2ccc([N+](=O)[O-])cc2)CC1. As a reaction SMILES: [CH3:1][N:2]1[CH2:3][CH2:4][N:5]([CH2:8][CH:9]2[N:10]([C:34](=[O:35])[O:36][CH2:37][c:38]3[cH:39][cH:40][c:41]([N+:44](=[O:45])[O-:46])[cH:42][cH:43]3)[CH2:11][CH:12]([S:14][C:15]([c:16]3[cH:17][cH:18][cH:19][cH:20][cH:21]3)([c:22]3[cH:23][cH:24][cH:25][cH:26][cH:27]3)[c:28]3[cH:29][cH:30][cH:31][cH:32][cH:33]3)[CH2:13]2)[CH2:6][CH2:7]1.[CH3:58][CH2:59][O:60][C:61](=[O:62])[CH3:63].[OH:51][C:52]([C:53]([F:54])([F:55])[F:56])=[O:57].[SH:47][CH2:48][CH2:49][OH:50]>>[CH3:1][N:2]1[CH2:3][CH2:4][N:5]([CH2:8][CH:9]2[N:10]([C:34](=[O:35])[O:36][CH2:37][c:38]3[cH:39][cH:40][c:41]([N+:44](=[O:45])[O-:46])[cH:42][cH:43]3)[CH2:11][CH:12]([SH:14])[CH2:13]2)[CH2:6][CH2:7]1.